From a dataset of the Open Reaction Database (ORD), a public repository of structured organic reaction records. describe an organic reaction: reactants, conditions, products, and yield The yield is 19.5%. Yields the product ClC1=CC=C(C=C1)S(=O)(=O)NC(CCC1=CC=C(OCC(=O)O)C=C1)C=1C=NC=CC1 (4-[3-(4-chlorobenzenesulfonamido)-3-(3-pyridyl)propyl]phenoxyacetic acid). Conditions: time 30 minute. Run in C(C)O (ethanol), O1CCCC1 (tetrahydrofuran). Procedure: In a mixed solvent of 2 ml of ethanol and 2 ml of tetrahydrofuran was dissolved 21.8 mg of ethyl 4-[3-(4-chlorobenzenesulfonamido)-3-(3-pyridyl)propyl]phenoxyacetate, followed by addition of 0.25 ml of aqueous 2N sodium hydroxide solution, and stirred at room temperature for 30 minutes. The reaction mixture was concentrated under reduced pressure, which was then neutralized with 2N hydrogen chloride. The crystalline deposited was filtered and washed in water followed by drying, to obtain 4.0 mg ... As a reaction SMILES: [Cl:1][C:2]1[CH:7]=[CH:6][C:5]([S:8]([NH:11][CH:12]([C:28]2[CH:29]=[N:30][CH:31]=[CH:32][CH:33]=2)[CH2:13][CH2:14][C:15]2[CH:27]=[CH:26][C:18]([O:19][CH2:20][C:21]([O:23]CC)=[O:22])=[CH:17][CH:16]=2)(=[O:10])=[O:9])=[CH:4][CH:3]=1.[OH-].[Na+]>C(O)C.O1CCCC1>[Cl:1][C:2]1[CH:7]=[CH:6][C:5]([S:8]([NH:11][CH:12]([C:28]2[CH:29]=[N:30][CH:31]=[CH:32][CH:33]=2)[CH2:13][CH2:14][C:15]2[CH:27]=[CH:26][C:18]([O:19][CH2:20][C:21]([OH:23])=[O:22])=[CH:17][CH:16]=2)(=[O:10])=[O:9])=[CH:4][CH:3]=1 |f:1.2|. The reactants are ClC1=CC=C(C=C1)S(=O)(=O)NC(CCC1=CC=C(OCC(=O)OCC)C=C1)C=1C=NC=CC1 (ethyl 4-[3-(4-chlorobenzenesulfonamido)-3-(3-pyridyl)propyl]phenoxyacetate), [OH-].[Na+] (sodium hydroxide).